Dataset: the Open Reaction Database (ORD), a public repository of structured organic reaction records. Task: describe an organic reaction: reactants, conditions, products, and yield Starting materials: B(Br)(Br)Br (boron tribromide), COC1=C(C=CC=C1N)C1=CC=C(C=C1)C=1NCCN1 (2-(2′-methoxy-3′-amino-biphenyl-4-yl)-4,5-dihydro-1H-imidazol). The solvent is ClCCl (dichloromethane), ClCCl (dichloromethane). Conditions: time 4 hour. The product is OC1=C(C=CC=C1N)C1=CC=C(C=C1)N1C=NCC1 (2′-Hydroxy-3′-amino-biphenyl-4-yl-4,5-dihydro-1H-imidazol), OC1=C(C=CC=C1N)C1=CC=C(C=C1)C=1NCCN1 (2-(2′-hydroxy-3′-amino-biphenyl-4-yl)-4,5-dihydro-1H-imidazol). Yield: 173.3%. RXN SMILES: C[O:2][C:3]1[C:8]([NH2:9])=[CH:7][CH:6]=[CH:5][C:4]=1[C:10]1[CH:15]=[CH:14][C:13]([C:16]2[NH:17][CH2:18][CH2:19][N:20]=2)=[CH:12][CH:11]=1.B(Br)(Br)Br>ClCCl>[OH:2][C:3]1[C:8]([NH2:9])=[CH:7][CH:6]=[CH:5][C:4]=1[C:10]1[CH:11]=[CH:12][C:13]([N:20]2[CH2:19][CH2:18][N:17]=[CH:16]2)=[CH:14][CH:15]=1.[OH:2][C:3]1[C:8]([NH2:9])=[CH:7][CH:6]=[CH:5][C:4]=1[C:10]1[CH:11]=[CH:12][C:13]([C:16]2[NH:20][CH2:19][CH2:18][N:17]=2)=[CH:14][CH:15]=1. Reported procedure: 2-(2′-Methoxy-3′-amino-biphenyl-4-yl)-4,5-dihydro-1H-imidazol 32c (1.1 g, 4.1 mmol) was dissolved in 50 mL of dichloromethane at room temperature, followed by addition of a solution of boron tribromide in dichloromethane (1 N, 16.5 mL). The reaction mixture was stirred at room temperature for 4 hours. The reaction was monitored by TLC until the disappearance of the starting materials and then quenched with methanol. The mixture was concentrated under reduced pressure. The residue was dissolved i... Reactants: OBO, COc1ccccc1, Cc1nc(C#Cc2ccnc(Cl)c2)c[nH]1. Product: COc1ccc(-n2cc(C#Cc3ccnc(Cl)c3)nc2C)cc1. Reaction SMILES: [BH:16]([OH:17])[OH:18].[CH3:19][O:20][c:21]1[cH:22][cH:23][cH:24][cH:25][cH:26]1.[Cl:1][c:2]1[n:3][cH:4][cH:5][c:6]([C:8]#[C:9][c:10]2[n:11][c:12]([CH3:15])[nH:13][cH:14]2)[cH:7]1>>[Cl:1][c:2]1[n:3][cH:4][cH:5][c:6]([C:8]#[C:9][c:10]2[n:11][c:12]([CH3:15])[n:13](-[c:24]3[cH:23][cH:22][c:21]([O:20][CH3:19])[cH:26][cH:25]3)[cH:14]2)[cH:7]1. Starting materials: CC(=O)Oc1c(C)cc(O)c(C)c1C, O=C([O-])[O-], CN(C)C=O, ClCC=Cc1ccccc1, [K+], [K+], O. The product is CC(=O)Oc1c(C)cc(OCC=Cc2ccccc2)c(C)c1C. Reaction SMILES: [C:1]([CH3:2])(=[O:3])[O:4][c:5]1[c:6]([CH3:14])[c:7]([CH3:13])[c:8]([OH:12])[cH:9][c:10]1[CH3:11].[C:25](=[O:26])([O-:27])[O-:28].[CH3:32][N:33]([CH3:34])[CH:35]=[O:36].[Cl:15][CH2:16][CH:17]=[CH:18][c:19]1[cH:20][cH:21][cH:22][cH:23][cH:24]1.[K+:29].[K+:30].[OH2:31]>>[C:1]([CH3:2])(=[O:3])[O:4][c:5]1[c:6]([CH3:14])[c:7]([CH3:13])[c:8]([O:12][CH2:16][CH:17]=[CH:18][c:19]2[cH:20][cH:21][cH:22][cH:23][cH:24]2)[cH:9][c:10]1[CH3:11]. Reactants: CC1=C(C(NN1)=O)CC1=CC=C(C=C1)C (1,2-dihydro-5-methyl-4-[(4-methylphenyl)methyl]-3H-pyrazol-3-one), CC1=C(C(=NN1)O[C@H]1[C@H](OC(C)=O)[C@@H](OC(C)=O)[C@H](OC(C)=O)[C@H](O1)COC(C)=O)CC1=CC=C(C=C1)C (5-methyl-4-[(4-methylphenyl)methyl]-3-(2,3,4,6-tetra-O-acetyl-β-D-glucopyranosyloxy)-1H-pyrazole). Yields the product CC1=C(C(=NN1)O[C@H]1[C@H](OC(C)=O)[C@@H](OC(C)=O)[C@H](OC(C)=O)[C@H](O1)COC(C)=O)CC1=CC=C(C=C1)C (5-Methyl-4-[(4-methylphenyl)methyl]-3-(2,3,4,6-tetra-O-acetyl-β-D-glucopyranosyloxy)-1H-pyrazole), [C@@H]1([C@H](O)[C@@H](O)[C@H](O)[C@H](O1)CO)OC1=NNC(=C1CC1=CC=C(C=C1)C)C (3-(β-D-Glucopyranosyloxy)-5-methyl-4-[(4-methylphenyl)methyl]-1H-pyrazole). As a reaction SMILES: [CH3:1][C:2]1[NH:6][NH:5][C:4](=[O:7])[C:3]=1[CH2:8][C:9]1[CH:14]=[CH:13][C:12]([CH3:15])=[CH:11][CH:10]=1.[CH3:16][C:17]1[NH:21][N:20]=[C:19]([O:22][C@@H:23]2[O:40][C@H:39]([CH2:41][O:42][C:43](=[O:45])[CH3:44])[C@@H:34]([O:35][C:36](=[O:38])[CH3:37])[C@H:29]([O:30][C:31](=[O:33])[CH3:32])[C@H:24]2[O:25][C:26](=[O:28])[CH3:27])[C:18]=1[CH2:46][C:47]1[CH:52]=[CH:51][C:50]([CH3:53])=[CH:49][CH:48]=1>>[CH3:16][C:17]1[NH:21][N:20]=[C:19]([O:22][C@@H:23]2[O:40][C@H:39]([CH2:41][O:42][C:43](=[O:45])[CH3:44])[C@@H:34]([O:35][C:36](=[O:38])[CH3:37])[C@H:29]([O:30][C:31](=[O:33])[CH3:32])[C@H:24]2[O:25][C:26](=[O:28])[CH3:27])[C:18]=1[CH2:46][C:47]1[CH:48]=[CH:49][C:50]([CH3:53])=[CH:51][CH:52]=1.[C@@H:23]1([O:7][C:4]2[C:3]([CH2:8][C:9]3[CH:10]=[CH:11][C:12]([CH3:15])=[CH:13][CH:14]=3)=[C:2]([CH3:1])[NH:6][N:5]=2)[O:40][C@H:39]([CH2:41][OH:42])[C@@H:34]([OH:35])[C@H:29]([OH:30])[C@H:24]1[OH:25]. Procedure details: 5-Methyl-4-[(4-methylphenyl)methyl]-3-(2,3,4,6-tetra-O-acetyl-β-D-glucopyranosyloxy)-1H-pyrazole was prepared in a similar manner to that described in Reference Example 17 using 1,2-dihydro-5-methyl-4-[(4-methylphenyl)methyl]-3H-pyrazol-3-one instead of 1,2-dihydro-4-[(4-isopropoxyphenyl)methyl]-5-methyl-3H-pyrazol-3-one. Then, the title compound was prepared in a similar manner to that described in Reference Example 37 using 5-methyl-4-[(4-methylphenyl)methyl]-3-(2,3,4,6-tetra-O-acetyl-β-D-gluc... The reactants are CN(C)C=O, CCOC(C)=O, CS(=O)(=O)OCC1CCn2c(cc3ccccc32)C1, N#C[Na]. Product: N#CCC1CCn2c(cc3ccccc32)C1. Reaction SMILES: [CH3:23][N:24]([CH3:25])[CH:26]=[O:27].[CH3:28][CH2:29][O:30][C:31](=[O:32])[CH3:33].[CH3:4][S:5]([O:6][CH2:9][CH:10]1[CH2:11][c:12]2[n:13]([c:14]3[cH:15][cH:16][cH:17][cH:18][c:19]3[cH:20]2)[CH2:21][CH2:22]1)(=[O:7])=[O:8].[Na:1][C:2]#[N:3]>>[C:2](#[N:3])[CH2:9][CH:10]1[CH2:11][c:12]2[n:13]([c:14]3[cH:15][cH:16][cH:17][cH:18][c:19]3[cH:20]2)[CH2:21][CH2:22]1. Starting materials: C(=O)(O)[O-].[Na+] (NaHCO3), C(CCC)NCC=1NC2=C(N1)C=CC=C2 (2-butylaminomethylbenzimidazole), FC1=C(C(=O)Cl)C=CC=C1F (2,3-difluorobenzoyl chloride). Run in C(C)(=O)OCC (ethyl acetate), C1(=CC=CC=C1)C (toluene). Conditions: time 3 hour. The product is C(CCC)N(C(C1=C(C(=CC=C1)F)F)=O)CC1=NC2=C(N1)C=CC=C2 (N-butyl-N-(1H-benzoimidazol-2-ylmethyl)-2,3-difluorobenzamide). The yield is 58.2%. Reaction SMILES: [CH2:1]([NH:5][CH2:6][C:7]1[NH:8][C:9]2[CH:15]=[CH:14][CH:13]=[CH:12][C:10]=2[N:11]=1)[CH2:2][CH2:3][CH3:4].C([O-])(O)=O.[Na+].[F:21][C:22]1[C:30]([F:31])=[CH:29][CH:28]=[CH:27][C:23]=1[C:24](Cl)=[O:25]>C1(C)C=CC=CC=1.C(OCC)(=O)C>[CH2:1]([N:5]([CH2:6][C:7]1[NH:8][C:9]2[CH:15]=[CH:14][CH:13]=[CH:12][C:10]=2[N:11]=1)[C:24](=[O:25])[C:23]1[CH:27]=[CH:28][CH:29]=[C:30]([F:31])[C:22]=1[F:21])[CH2:2][CH2:3][CH3:4] |f:1.2|. Reported procedure: 2-butylaminomethylbenzimidazole (2.6 g, 13 mmol) was dissolved in 30 mL toluene. Saturated NaHCO3 solution (30 mL) was added followed by 2,3-difluorobenzoyl chloride (1.3 mL, 10 mmol). The reaction mixture was stirred at room temperature for 3 hours. The reaction mixture was diluted with 100 mL ethyl acetate then washed 1×100 mL 1N NaOH followed by 1×100 mL H2O. The organic phase was dried over MgSO4, filtered, and then concentrated. The residue was purified by flash chromatography eluting with ... Run in CC(C)(C)OC (MTBE). The product is CC=1C=CC(=CC1NC=2N=CC=C(N2)C=3C=CC=NC3)C(=O)NC=4C=C(C=C(C4)N5C=C(N=C5)C)C(F)(F)F.C12(C(=O)CC(CC1)C2(C)C)CS(=O)(=O)[O-] (Nilotinib camphorsulfonate). Run at temperature 5 celsius, time 8 hour. The reactants are CC=1C=CC(=CC1NC=2N=CC=C(N2)C=3C=CC=NC3)C(=O)NC=4C=C(C=C(C4)N5C=C(N=C5)C)C(F)(F)F (Nilotinib), [C@]12(C(=O)CC(CC1)C2(C)C)CS(=O)(=O)O ((S)-camphor-sulfonic acid). As a reaction SMILES: [CH3:1][C:2]1[CH:3]=[CH:4][C:5]([C:21]([NH:23][C:24]2[CH:25]=[C:26]([C:36]([F:39])([F:38])[F:37])[CH:27]=[C:28]([N:30]3[CH:34]=[N:33][C:32]([CH3:35])=[CH:31]3)[CH:29]=2)=[O:22])=[CH:6][C:7]=1[NH:8][C:9]1[N:10]=[CH:11][CH:12]=[C:13]([C:15]2[CH:16]=[CH:17][CH:18]=[N:19][CH:20]=2)[N:14]=1.[C@:40]12([CH2:50][S:51]([OH:54])(=[O:53])=[O:52])[C:47]([CH3:49])([CH3:48])[CH:44]([CH2:45][CH2:46]1)[CH2:43][C:41]2=[O:42]>CC(OC)(C)C>[CH3:1][C:2]1[CH:3]=[CH:4][C:5]([C:21]([NH:23][C:24]2[CH:25]=[C:26]([C:36]([F:38])([F:39])[F:37])[CH:27]=[C:28]([N:30]3[CH:34]=[N:33][C:32]([CH3:35])=[CH:31]3)[CH:29]=2)=[O:22])=[CH:6][C:7]=1[NH:8][C:9]1[N:10]=[CH:11][CH:12]=[C:13]([C:15]2[CH:16]=[CH:17][CH:18]=[N:19][CH:20]=2)[N:14]=1.[C:40]12([CH2:50][S:51]([O-:54])(=[O:52])=[O:53])[C:47]([CH3:49])([CH3:48])[CH:44]([CH2:45][CH2:46]1)[CH2:43][C:41]2=[O:42] |f:3.4|. Procedure details: Nilotinib base (0.300 g, 0.57 mmol) was dissolved in TFE (2 mL) at 40° C. to obtain a mixture. The mixture was stirred and added to a solution of (S)-camphor-sulfonic acid (0.132 g, 0.57 mmol) in TFE (1 mL) at 40° C. The resulting clear solution was stirred for about 4 h at 40° C. and it was subsequently cooled to 5° C. The mixture was kept at 5° C. overnight and then MTBE (1.5 v/v) was added to the mixture at room temperature leading to precipitation. The precipitate was filtered and the filter...